From a dataset of the Open Reaction Database (ORD), a public repository of structured organic reaction records. describe an organic reaction: reactants, conditions, products, and yield Reactants: O=Cc1ccc(OCc2ccccc2)c(OCc2ccccc2)c1, CCI, ClCCCCCCCCCCOCc1ccccc1, Cl, I, [Mg], C1CCOC1. The product is OC(CCCCCCCCCCOCc1ccccc1)c1ccc(OCc2ccccc2)c(OCc2ccccc2)c1. As a reaction SMILES: [CH2:25]([c:26]1[cH:27][cH:28][cH:29][cH:30][cH:31]1)[O:32][c:33]1[cH:34][c:35]([CH:36]=[O:37])[cH:38][cH:39][c:40]1[O:41][CH2:42][c:43]1[cH:44][cH:45][cH:46][cH:47][cH:48]1.[CH2:2]([I:3])[CH3:4].[CH2:6]([c:7]1[cH:8][cH:9][cH:10][cH:11][cH:12]1)[O:13][CH2:14][CH2:15][CH2:16][CH2:17][CH2:18][CH2:19][CH2:20][CH2:21][CH2:22][CH2:23][Cl:24].[ClH:49].[I:5].[Mg:1].[O:50]1[CH2:51][CH2:52][CH2:53][CH2:54]1>>[CH2:6]([c:7]1[cH:8][cH:9][cH:10][cH:11][cH:12]1)[O:13][CH2:14][CH2:15][CH2:16][CH2:17][CH2:18][CH2:19][CH2:20][CH2:21][CH2:22][CH2:23][CH:36]([c:35]1[cH:34][c:33]([O:32][CH2:25][c:26]2[cH:27][cH:28][cH:29][cH:30][cH:31]2)[c:40]([O:41][CH2:42][c:43]2[cH:44][cH:45][cH:46][cH:47][cH:48]2)[cH:39][cH:38]1)[OH:37]. Procedure: Sulfanilic acid (52 g, 0.3 mol) was dissolved in 200 ml H2O containing 16.5 g Na2CO3. The resulting solution was cooled to 10° C. and 35 g of conc. H2SO4 was then added dropwise, followed by the addition of 75 ml 4N NaNO2. The diazotization step was carried out for 15 min at 10°-12° C., then the diazonium salt was collected by filtration, washed with a small amount of cold water and added, at 5° C., to a stirred solution of 85 g of Na2 SO3 in 250 ml H2O. After stirring the reaction mixture for 1... Run in O (H2O). Reaction conditions: temperature 10 celsius, time 15 minute. RXN SMILES: [S:1]([OH:11])(=[O:10])([C:3]1[CH:8]=[CH:7][C:6]([NH2:9])=[CH:5][CH:4]=1)=[O:2].OS(O)(=O)=O.[N:17]([O-])=O.[Na+]>O>[CH:7]1[C:6]([NH:9][NH2:17])=[CH:5][CH:4]=[C:3]([S:1]([OH:11])(=[O:10])=[O:2])[CH:8]=1 |f:2.3|. The reactants are OS(=O)(=O)O (H2SO4), S(=O)(C1=CC=C(C=C1)N)(=O)O (Sulfanilic acid), N(=O)[O-].[Na+] (NaNO2). Yields the product C1=CC(=CC=C1NN)S(=O)(=O)O (phenylhydrazine-4-sulfonic acid).